Dataset: the Open Reaction Database (ORD), a public repository of structured organic reaction records. Task: describe an organic reaction: reactants, conditions, products, and yield Product: FC1=C(C(=C(C=C1OC)OC)F)C1=NC=C2C(=N1)NN=C2C=2C=NN(C2)C (6-(2,6-Difluoro-3,5-dimethoxyphenyl)-3-(1-methyl-1H-pyrazol-4-yl)-1H-pyrazolo[3,4-d]pyrimidine). Procedure details: This compound was prepared as a TFA salt by using procedures analogous to those described for the synthesis of Example 7, Step 3 starting from 6-(2,6-difluoro-3,5-dimethoxyphenyl)-3-iodo-1H-pyrazolo[3,4-d]pyrimidine and 1-methyl-4-(4,4,5,5-tetramethyl-1,3,2-dioxaborolan-2-yl)-1H-pyrazole. LCMS (M+H)+=373.0. 1H NMR (300 MHz, DMSO-d6) δ: 14.11 (s, 1H), 9.74 (s, 1H), 8.56 (s, 1H), 8.17 (s, 1H), 7.17 (t, J=8.1 Hz, 1H), 3.95 (s, 3H), 3.93 (s, 3H). The reactants are C(=O)(C(F)(F)F)O (TFA), FC1=C(C(=C(C=C1OC)OC)F)C1=NC=C2C(=N1)NN=C2I (6-(2,6-difluoro-3,5-dimethoxyphenyl)-3-iodo-1H-pyrazolo[3,4-d]pyrimidine), CN1N=CC(=C1)B1OC(C(O1)(C)C)(C)C (1-methyl-4-(4,4,5,5-tetramethyl-1,3,2-dioxaborolan-2-yl)-1H-pyrazole). As a reaction SMILES: C(O)(C(F)(F)F)=O.[F:8][C:9]1[C:14]([O:15][CH3:16])=[CH:13][C:12]([O:17][CH3:18])=[C:11]([F:19])[C:10]=1[C:20]1[N:25]=[C:24]2[NH:26][N:27]=[C:28](I)[C:23]2=[CH:22][N:21]=1.[CH3:30][N:31]1[CH:35]=[C:34](B2OC(C)(C)C(C)(C)O2)[CH:33]=[N:32]1>>[F:8][C:9]1[C:14]([O:15][CH3:16])=[CH:13][C:12]([O:17][CH3:18])=[C:11]([F:19])[C:10]=1[C:20]1[N:25]=[C:24]2[NH:26][N:27]=[C:28]([C:34]3[CH:33]=[N:32][N:31]([CH3:30])[CH:35]=3)[C:23]2=[CH:22][N:21]=1. Starting materials: C(#N)C1=CC=C2CCN(CC2=C1)CCC(=O)OC(C)(C)C (tert-Butyl 3-(7-cyano-3,4-dihydroisoquinolin-2(1H)-yl)propanoate), NO (Hydroxylamine). Run in CCO (EtOH). Conditions: time 48 hour. Product: NC(C1=CC=C2CCN(CC2=C1)CCC(=O)OC(C)(C)C)=NO (tert-butyl 3[7-[amino(hydroxyimino)methyl]-3,4-dihydroisoquinolin-2(1H)yl]propanoate). As a reaction SMILES: [C:1]([C:3]1[CH:12]=[C:11]2[C:6]([CH2:7][CH2:8][N:9]([CH2:13][CH2:14][C:15]([O:17][C:18]([CH3:21])([CH3:20])[CH3:19])=[O:16])[CH2:10]2)=[CH:5][CH:4]=1)#[N:2].[NH2:22][OH:23]>CCO>[NH2:2][C:1](=[N:22][OH:23])[C:3]1[CH:12]=[C:11]2[C:6]([CH2:7][CH2:8][N:9]([CH2:13][CH2:14][C:15]([O:17][C:18]([CH3:21])([CH3:20])[CH3:19])=[O:16])[CH2:10]2)=[CH:5][CH:4]=1. Procedure: tert-Butyl 3-(7-cyano-3,4-dihydroisoquinolin-2(1H)-yl)propanoate (11.85 g; 41.38 mmol; 1 eq.) was suspended in EtOH (237 mL). Hydroxylamine (6.1 mL; 206.90 mmol; 5 eq.) was added in one portion. The reaction mixture was stirred at RT for 48 h. The reaction mixture was concentrated under vacuum to give the title compound as a yellow oil. Diisopropyl ether (50 mL) was added. The resulting mixture was sonicated and concentrated under vacuum. This process was repeated 3 times, affording Intermediate... Starting materials: C(C)C(COC(=O)N1C(C=CC1=O)=O)CCCC (N-(2-ethylhexyloxycarbonyl)maleimide), C(CCCCCO)O (1,6-hexanediol). The product is OCCCCCCOC(=O)C=CC(=O)NC(OCC(CCCC)CC)=O (2-Ethylhexyl N-{3-(6-hydroxyhexyloxycarbonyl)propenoyl)carbamate). Reaction SMILES: [CH2:1]([CH:3]([CH2:15][CH2:16][CH2:17][CH3:18])[CH2:4][O:5][C:6]([N:8]1[C:12](=[O:13])[CH:11]=[CH:10][C:9]1=[O:14])=[O:7])[CH3:2].[CH2:19]([OH:26])[CH2:20][CH2:21][CH2:22][CH2:23][CH2:24][OH:25]>>[OH:25][CH2:24][CH2:23][CH2:22][CH2:21][CH2:20][CH2:19][O:26][C:12]([CH:11]=[CH:10][C:9]([NH:8][C:6](=[O:7])[O:5][CH2:4][CH:3]([CH2:1][CH3:2])[CH2:15][CH2:16][CH2:17][CH3:18])=[O:14])=[O:13]. Procedure details: According to the same manner as described in Example 1 except for reacting N-(2-ethylhexyloxycarbonyl)maleimide with 1,6-hexanediol under conditions shown in Table 20, 2-Ethylhexyl N-{3-(6-hydroxyhexyloxycarbonyl)propenoyl)carbamate was obtained. Characteristics and identified structure of the resulting compound are shown in Table 18. Starting materials: O=C([O-])[O-], O=C1CCCN1CCCCl, [Cs+], [Cs+], CN(C)C=O, COC(=O)c1ccc(CCC(C=Cc2ccccc2O)CCc2ccc(C(=O)OC)cc2)cc1. Yields the product COC(=O)c1ccc(CCC(C=Cc2ccccc2OCCCN2CCCC2=O)CCc2ccc(C(=O)OC)cc2)cc1. As a reaction SMILES: [C:11](=[O:12])([O-:13])[O-:14].[Cl:1][CH2:2][CH2:3][CH2:4][N:5]1[C:6](=[O:10])[CH2:7][CH2:8][CH2:9]1.[Cs+:15].[Cs+:16].[O:51]=[CH:52][N:53]([CH3:54])[CH3:55].[OH:17][c:18]1[c:19]([CH:24]=[CH:25][CH:26]([CH2:27][CH2:28][c:29]2[cH:30][cH:31][c:32]([C:33](=[O:34])[O:35][CH3:36])[cH:37][cH:38]2)[CH2:39][CH2:40][c:41]2[cH:42][cH:43][c:44]([C:47](=[O:48])[O:49][CH3:50])[cH:45][cH:46]2)[cH:20][cH:21][cH:22][cH:23]1>>[CH2:2]([CH2:3][CH2:4][N:5]1[C:6](=[O:10])[CH2:7][CH2:8][CH2:9]1)[O:17][c:18]1[c:19]([CH:24]=[CH:25][CH:26]([CH2:27][CH2:28][c:29]2[cH:30][cH:31][c:32]([C:33](=[O:34])[O:35][CH3:36])[cH:37][cH:38]2)[CH2:39][CH2:40][c:41]2[cH:42][cH:43][c:44]([C:47](=[O:48])[O:49][CH3:50])[cH:45][cH:46]2)[cH:20][cH:21][cH:22][cH:23]1. The reactants are [N+](=O)([O-])C1=C2C=CC(=NC2=CC=C1)Cl (5-nitro-2-chloroquinoline), CC1OC2=C(C1)C=CC=C2N (2,3-dihydro-2-methyl-7-benzofuranamine). The product is CC1OC2=C(C1)C=CC=C2NC2=NC=1C=CC=C(C1C=C2)N (N2-(2-Methyl-2,3-dihydro-benzofuran-7-yl)-quinoline-2,5-diamine). RXN SMILES: [N+:1]([C:4]1[CH:13]=[CH:12][CH:11]=[C:10]2[C:5]=1[CH:6]=[CH:7][C:8](Cl)=[N:9]2)([O-])=O.[CH3:15][CH:16]1[CH2:20][C:19]2[CH:21]=[CH:22][CH:23]=[C:24]([NH2:25])[C:18]=2[O:17]1>>[CH3:15][CH:16]1[CH2:20][C:19]2[CH:21]=[CH:22][CH:23]=[C:24]([NH:25][C:8]3[CH:7]=[CH:6][C:5]4[C:4]([NH2:1])=[CH:13][CH:12]=[CH:11][C:10]=4[N:9]=3)[C:18]=2[O:17]1. Procedure details: The title compound, MS: m/e=292.0 (M+H+), was prepared in accordance with the general method of example 1 from 5-nitro-2-chloroquinoline and 2,3-dihydro-2-methyl-7-benzofuranamine (CAS 26210-74-2). Reactants: CCO, N#Cc1cc([N+](=O)[O-])ccc1F. Yields the product N#Cc1cc(N)ccc1F. Reaction SMILES: [CH3:13][CH2:14][OH:15].[F:1][c:2]1[c:3]([C:4]#[N:5])[cH:6][c:7]([N+:10]([O-:11])=[O:12])[cH:8][cH:9]1>>[F:1][c:2]1[c:3]([C:4]#[N:5])[cH:6][c:7]([NH2:10])[cH:8][cH:9]1. As a reaction SMILES: [CH2:1]([Li:2])[CH2:3][CH2:4][CH3:5].[CH2:33]([CH2:34][O:35][CH3:36])[O:37][CH3:38].[CH3:39][CH2:40][CH2:41][CH2:42][CH2:43][CH3:44].[Cl-:31].[Cl:25][CH2:26][CH2:27][CH2:28][CH2:29][I:30].[Cl:6][c:7]1[cH:8][cH:9][c:10]([S:13](=[O:14])(=[O:15])[CH2:16][c:17]2[c:18]([F:24])[cH:19][cH:20][c:21]([F:23])[cH:22]2)[cH:11][cH:12]1.[NH4+:32]>>[Cl:6][c:7]1[cH:8][cH:9][c:10]([S:13](=[O:14])(=[O:15])[CH:16]([c:17]2[c:18]([F:24])[cH:19][cH:20][c:21]([F:23])[cH:22]2)[CH2:29][CH2:28][CH2:27][CH2:26][Cl:25])[cH:11][cH:12]1. Reactants: [Li]CCCC, COCCOC, CCCCCC, [Cl-], ClCCCCI, O=S(=O)(Cc1cc(F)ccc1F)c1ccc(Cl)cc1, [NH4+]. Yields the product O=S(=O)(c1ccc(Cl)cc1)C(CCCCCl)c1cc(F)ccc1F.